describe an organic reaction: reactants, conditions, products, and yield From a dataset of the Open Reaction Database (ORD), a public repository of structured organic reaction records. The product is C(CCCCCCCCCCCCCCCCC)(=O)O.C(CCCCCCCCCCCCCCCCC)(=O)OCCN1C(CC(CC1(C)C)C)(C)C (1-(2-stearoyloxyethyl)-2,2,6,6-tetramethyl-4-methyl piperidine stearate). Run at temperature 140 celsius. Run in CO (methyl alcohol). Reaction SMILES: [OH:1][CH2:2][CH2:3][N:4]1[C:9]([CH3:11])([CH3:10])[CH2:8][CH:7]([CH2:12]O)[CH2:6][C:5]1([CH3:15])[CH3:14].[C:16]([O:35]C)(=[O:34])[CH2:17][CH2:18][CH2:19][CH2:20][CH2:21][CH2:22][CH2:23][CH2:24][CH2:25][CH2:26][CH2:27][CH2:28][CH2:29][CH2:30][CH2:31][CH2:32][CH3:33].[Li+].[OH-]>CO>[C:16]([OH:35])(=[O:34])[CH2:17][CH2:18][CH2:19][CH2:20][CH2:21][CH2:22][CH2:23][CH2:24][CH2:25][CH2:26][CH2:27][CH2:28][CH2:29][CH2:30][CH2:31][CH2:32][CH3:33].[C:16]([O:1][CH2:2][CH2:3][N:4]1[C:9]([CH3:11])([CH3:10])[CH2:8][CH:7]([CH3:12])[CH2:6][C:5]1([CH3:15])[CH3:14])(=[O:34])[CH2:17][CH2:18][CH2:19][CH2:20][CH2:21][CH2:22][CH2:23][CH2:24][CH2:25][CH2:26][CH2:27][CH2:28][CH2:29][CH2:30][CH2:31][CH2:32][CH3:33] |f:2.3,5.6|. Procedure details: 9.8 g of 1-(2-hydroxyethyl)-2,2,6,6-tetramethyl-4-hydroxymethyl piperidine as obtained in Example 2 (0.045 mole) were admixed to 28.7 g of methyl stearate (0.09 mole) in the presence of 0.5 g of LiOH. The mixture was heated to 140° C. in a nitrogen atmosphere and was maintained under stirring until complete evolvement of the reaction methyl alcohol. Reactants: OCCN1C(CC(CC1(C)C)CO)(C)C (1-(2-hydroxyethyl)-2,2,6,6-tetramethyl-4-hydroxymethyl piperidine), [Li+].[OH-] (LiOH), Example 2, C(CCCCCCCCCCCCCCCCC)(=O)OC (methyl stearate). Reactants: CO (methanol), C(C)(=O)OCC1CC=2N(C3=CC=CC=C3C2C=2C(OC(C2C2=COC3=C2C=CC=C3)=O)=O)CC1 (3-[8-(acetoxymethyl)-6,7,8,9-tetrahydropyrido[1,2-a]indol-10-yl]-4-(3-benzofuranyl)furan-2,5-dione), C[Si](N[Si](C)(C)C)(C)C (hexamethyldisilazane), CO (methanol), CO (methanol), C[Si](N[Si](C)(C)C)(C)C (hexamethyldisilazane), CO (methanol), C[Si](N[Si](C)(C)C)(C)C (hexamethyldisilazane). The solvent is C(Cl)(Cl)Cl (chloroform). Conditions: temperature 50 celsius, time 6 hour. Product: C(C)(=O)OCC1CC=2N(C3=CC=CC=C3C2C=2C(NC(C2C2=COC3=C2C=CC=C3)=O)=O)CC1 (3-[8-(acetoxymethyl)-6,7,8,9-tetrahydropyrido[1,2-a]indol-10-yl]-4-(3-benzofuranyl)-1H-pyrrole-2,5-dione). As a reaction SMILES: [C:1]([O:4][CH2:5][CH:6]1[CH2:34][CH2:33][N:9]2[C:10]3[C:15]([C:16]([C:17]4[C:18](=O)[O:19][C:20](=[O:31])[C:21]=4[C:22]4[C:26]5[CH:27]=[CH:28][CH:29]=[CH:30][C:25]=5[O:24][CH:23]=4)=[C:8]2[CH2:7]1)=[CH:14][CH:13]=[CH:12][CH:11]=3)(=[O:3])[CH3:2].C[Si](C)(C)[NH:37][Si](C)(C)C.CO>C(Cl)(Cl)Cl>[C:1]([O:4][CH2:5][CH:6]1[CH2:34][CH2:33][N:9]2[C:10]3[C:15]([C:16]([C:17]4[C:18](=[O:19])[NH:37][C:20](=[O:31])[C:21]=4[C:22]4[C:26]5[CH:27]=[CH:28][CH:29]=[CH:30][C:25]=5[O:24][CH:23]=4)=[C:8]2[CH2:7]1)=[CH:14][CH:13]=[CH:12][CH:11]=3)(=[O:3])[CH3:2]. Reported procedure: A solution of 1.0 g of 3-[8-(acetoxymethyl)-6,7,8,9-tetrahydropyrido[1,2-a]indol-10-yl]-4-(3-benzofuranyl)furan-2,5-dione in 100 ml of chloroform was treated with 13.8 ml of hexamethyldisilazane and 2.73 ml of methanol and the solution obtained was heated to 50° C. while stirring under a nitrogen atmosphere for 6 hours. An additional 13.8 ml of hexamethyldisilazane and 2.73 ml of methanol were added and the heating was continued for 16 hours. Two more additions of the same quantities of hexameth... Starting materials: Cl.NN1C(N(C(C1)=O)CCCCN1CCN(CC1)C)=O (1-amino-3-[4-(4-methyl-1-piperazinyl)butyl]-2,4-imidazolidinedione, hydrochloride), ClC1=CC=C(C=C1)C1=CC=C(O1)C=O (5-(4-chlorophenyl)-2-furancarbox aldehyde). The solvent is CN(C=O)C (dimethylformamide). Conditions: time 72 hour. The product is Cl.Cl.N1C(NC(C1)=O)=O (2,4-imidazolidinedione dihydrochloride). As a reaction SMILES: [ClH:1].N[N:3]1[CH2:7][C:6](=[O:8])[N:5](CCCCN2CCN(C)CC2)[C:4]1=[O:20].[Cl:21]C1C=CC(C2OC(C=O)=CC=2)=CC=1>CN(C)C=O>[ClH:21].[ClH:1].[NH:3]1[CH2:7][C:6](=[O:8])[NH:5][C:4]1=[O:20] |f:0.1,4.5.6|. Procedure: A solution of 1-amino-3-[4-(4-methyl-1-piperazinyl)butyl]-2,4-imidazolidinedione, hydrochloride (0.0094 mole), dimethylformamide (75 ml) and 5-(4-chlorophenyl)-2-furancarbox aldehyde [prepared as described in U.S. Pat. No. 4,882,354, to Huang et al., assigned to Norwich Eaton Pharmaceuticals, Inc., issued Nov. 21, 1984; see Cols. 7 and 8 hereby incorporated by reference herein] (1.94 g, 0.0094 mole) is stirred at ambient temperature for 72 hours. The mixture is filtered, collecting the solid. Re... Reactants: COC1CCC2(CC1)Cc1ccc(C#CC3CC3)cc1C2=NS(=O)C(C)(C)C, Cl, C1COCCO1. The product is COC1CCC2(CC1)Cc1ccc(C#CC3CC3)cc1C2=N. RXN SMILES: [CH:2]1([C:5]#[C:6][c:7]2[cH:8][c:9]3[c:20]([cH:21][cH:22]2)[CH2:19][C:11]2([C:10]3=[N:23][S:24]([C:25]([CH3:26])([CH3:27])[CH3:28])=[O:29])[CH2:12][CH2:13][CH:14]([O:17][CH3:18])[CH2:15][CH2:16]2)[CH2:3][CH2:4]1.[ClH:1].[O:30]1[CH2:31][CH2:32][O:33][CH2:34][CH2:35]1>>[CH:2]1([C:5]#[C:6][c:7]2[cH:8][c:9]3[c:20]([cH:21][cH:22]2)[CH2:19][C:11]2([C:10]3=[NH:23])[CH2:12][CH2:13][CH:14]([O:17][CH3:18])[CH2:15][CH2:16]2)[CH2:3][CH2:4]1.